Dataset: the Open Reaction Database (ORD), a public repository of structured organic reaction records. Task: describe an organic reaction: reactants, conditions, products, and yield The reactants are [N+](=O)([O-])C1=C(C=O)C=C(C(=C1)OC)OC (2-nitro-4,5-dimethoxybenzaldehyde), C1CCOC1 (THF), [H][H] (hydrogen), C(CC(=O)C)(=O)OCC (Ethyl acetoacetate). Reagents/catalysts: [Ni] (Raney-nickel), N1CCCCC1 (piperidine). Yields the product C(C)C1=C(C(=NC2=CC(=C(C=C12)OC)OC)C)C(=O)O (ethyl 6,7-dimethoxy-2-methylquinoline-3-carboxylic acid). Reaction SMILES: [N+:1]([C:4]1[CH:11]=[C:10]([O:12][CH3:13])[C:9]([O:14][CH3:15])=[CH:8][C:5]=1[CH:6]=O)([O-])=O.[H][H].[C:18]([O:24]CC)(=[O:23])[CH2:19][C:20]([CH3:22])=O.[CH2:27]1COC[CH2:28]1>N1CCCCC1.[Ni]>[CH2:27]([C:6]1[C:5]2[C:4](=[CH:11][C:10]([O:12][CH3:13])=[C:9]([O:14][CH3:15])[CH:8]=2)[N:1]=[C:20]([CH3:22])[C:19]=1[C:18]([OH:24])=[O:23])[CH3:28]. Reported procedure: A mixture of 2-nitro-4,5-dimethoxybenzaldehyde (5.28 g, 25 mmol) and Raney-nickel in THF (100 ml) was hydrogenated until three equivalents of hydrogen had been consumed. The mixture was filtered through Celite. Ethyl acetoacetate (3.2 ml, 25 mmol) and piperidine (12 drops) were added and the solution was refluxed for 4 h and concentrated. The solid residue was recrystallized from MeOH to give 3.89 g ethyl 6,7-dimethoxy-2-methylquinoline-3-carboxylic acid. The reactants are B, CCCCCCCCCCCCCCCC(=O)Nc1ccc(C(=O)OCC)s1, Cl, C1CCOC1. Yields the product CCCCCCCCCCCCCCCCNc1ccc(C(=O)OCC)s1. RXN SMILES: [BH3:29].[C:1]([CH2:2][CH2:3][CH2:4][CH2:5][CH2:6][CH2:7][CH2:8][CH2:9][CH2:10][CH2:11][CH2:12][CH2:13][CH2:14][CH2:15][CH3:16])(=[O:17])[NH:18][c:19]1[cH:20][cH:21][c:22]([C:24](=[O:25])[O:26][CH2:27][CH3:28])[s:23]1.[ClH:30].[O:31]1[CH2:32][CH2:33][CH2:34][CH2:35]1>>[CH2:1]([CH2:2][CH2:3][CH2:4][CH2:5][CH2:6][CH2:7][CH2:8][CH2:9][CH2:10][CH2:11][CH2:12][CH2:13][CH2:14][CH2:15][CH3:16])[NH:18][c:19]1[cH:20][cH:21][c:22]([C:24](=[O:25])[O:26][CH2:27][CH3:28])[s:23]1. The reactants are CO, COC(=O)c1nc(-c2cccc3ccccc23)cnc1N, N. Yields the product NC(=O)c1nc(-c2cccc3ccccc23)cnc1N. Reaction SMILES: [CH3:23][OH:24].[NH2:1][c:2]1[c:3]([C:18]([O:20][CH3:19])=[O:21])[n:4][c:5](-[c:8]2[cH:9][cH:10][cH:11][c:12]3[cH:13][cH:14][cH:15][cH:16][c:17]23)[cH:6][n:7]1.[NH3:22]>>[NH2:1][c:2]1[c:3]([C:18](=[O:20])[NH2:22])[n:4][c:5](-[c:8]2[cH:9][cH:10][cH:11][c:12]3[cH:13][cH:14][cH:15][cH:16][c:17]23)[cH:6][n:7]1. As a reaction SMILES: [CH2:1]([O:8][C:9]1[CH:16]=[C:15]([O:17][CH3:18])[CH:14]=[CH:13][C:10]=1[CH:11]=[O:12])[C:2]1[CH:7]=[CH:6][CH:5]=[CH:4][CH:3]=1.[S:19]([CH2:29][N+:30]#[C-:31])([C:22]1[CH:28]=[CH:27][C:25]([CH3:26])=[CH:24][CH:23]=1)(=[O:21])=[O:20].[C-]#N.[Na+]>>[CH2:1]([O:8][C:9]1[CH:16]=[C:15]([O:17][CH3:18])[CH:14]=[CH:13][C:10]=1[C@H:11]1[O:12][CH:31]=[N:30][C@@H:29]1[S:19]([C:22]1[CH:28]=[CH:27][C:25]([CH3:26])=[CH:24][CH:23]=1)(=[O:21])=[O:20])[C:2]1[CH:3]=[CH:4][CH:5]=[CH:6][CH:7]=1 |f:2.3|. Yields the product C(C1=CC=CC=C1)OC1=C(C=CC(=C1)OC)[C@@H]1[C@H](N=CO1)S(=O)(=O)C1=CC=C(C=C1)C ((4R*,5R*)-5-(2-Benzyloxy-4-methoxy-phenyl)-4-(toluene-4-sulfonyl)-4,5-dihydro-oxazole). Starting materials: C(C1=CC=CC=C1)OC1=C(C=O)C=CC(=C1)OC (2-benzyloxy-4-methoxybenzaldehyde), S(=O)(=O)(C1=CC=C(C)C=C1)C[N+]#[C-] (tosylmethylisocyanide), [C-]#N.[Na+] (NaCN). Reported procedure: In a manner analogous to Preparation 1, 2-benzyloxy-4-methoxybenzaldehyde (2.54 g, 10.5 mmol), tosylmethylisocyanide (1.95 g, 10.0 mmol) and NaCN (49 mg, 1.00 mmol) gave the desired compound as a tan solid. MS(ES+) m/z 438.5 (M+H+). Reactants: ClC=1C(=NC(=CN1)C1=CC=CC=C1)C(=O)OC (methyl 3-chloro-6-phenylpyrazine-2-carboxylate), CN (methylamine), CO (methanol). Run in O1CCCC1 (tetrahydrofuran), C1CCOC1 (THF), C(C)(=O)OCC (ethyl acetate). Run at temperature 92.5 celsius. Product: CNC=1C(=NC(=CN1)C1=CC=CC=C1)C(=O)OC (methyl 3-(methylamino)-6-phenylpyrazine-2-carboxylate). Isolated yield 24.0%. Reaction SMILES: Cl[C:2]1[C:3]([C:14]([O:16][CH3:17])=[O:15])=[N:4][C:5]([C:8]2[CH:13]=[CH:12][CH:11]=[CH:10][CH:9]=2)=[CH:6][N:7]=1.[CH3:18][NH2:19].CO>O1CCCC1.C(OCC)(=O)C>[CH3:18][NH:19][C:2]1[C:3]([C:14]([O:16][CH3:17])=[O:15])=[N:4][C:5]([C:8]2[CH:13]=[CH:12][CH:11]=[CH:10][CH:9]=2)=[CH:6][N:7]=1. Procedure details: To a solution of methyl 3-chloro-6-phenylpyrazine-2-carboxylate (0.13 g, 0.53 mmol) in tetrahydrofuran (3 mL) was added 0.65 mL of 2.0 N methylamine in THF (1.30 mmol). The reaction was heated in a sealed high-pressure test tube to 90-95° C. overnight. The reaction was cooled to room temperature and diluted with ethyl acetate (100 mL). The organic layer was washed 2.0 N aqueous hydrochloric acid (20 mL), saturated aqueous sodium bicarbonate (30 mL), and saturated aqueous sodium chloride (30 mL).... Reactants: CC1(C2=C(C(=CC=C2)P(C3=CC=CC=C3)C4=CC=CC=C4)OC5=C(C=CC=C51)P(C6=CC=CC=C6)C7=CC=CC=C7)C (xantphos), COC(=O)C1=NC(=CN=C1N)C1COCC1 (3-amino-6-(tetrahydrofuran-3-yl)pyrazine-2-carboxylic acid methyl ester), BrC=1C=NC=NC1 (5-bromopyrimidine), C([O-])([O-])=O.[K+].[K+] (potassium carbonate), O (water). The reagents and catalysts are C(C)(=O)[O-].[Pd+2].C(C)(=O)[O-] (Palladium (II) acetate). The solvent is C(C)(=O)OCC (ethyl acetate), C=1(C(=CC=CC1)C)C (xylene). Conditions: temperature 140 celsius, time 16 hour. Yields the product COC(=O)C1=NC(=CN=C1NC=1C=NC=NC1)C1COCC1 (3-(Pyrimidin-5-ylamino)-6-(tetrahydro-furan-3-yl)-pyrazine-2-carboxylic acid methyl ester). RXN SMILES: [CH3:1][O:2][C:3]([C:5]1[C:10]([NH2:11])=[N:9][CH:8]=[C:7]([CH:12]2[CH2:16][CH2:15][O:14][CH2:13]2)[N:6]=1)=[O:4].Br[C:18]1[CH:19]=[N:20][CH:21]=[N:22][CH:23]=1.C(=O)([O-])[O-].[K+].[K+].O.CC1(C)C2C(=C(P(C3C=CC=CC=3)C3C=CC=CC=3)C=CC=2)OC2C(P(C3C=CC=CC=3)C3C=CC=CC=3)=CC=CC1=2>C1(C)C(C)=CC=CC=1.C([O-])(=O)C.[Pd+2].C([O-])(=O)C.C(OCC)(=O)C>[CH3:1][O:2][C:3]([C:5]1[C:10]([NH:11][C:18]2[CH:19]=[N:20][CH:21]=[N:22][CH:23]=2)=[N:9][CH:8]=[C:7]([CH:12]2[CH2:16][CH2:15][O:14][CH2:13]2)[N:6]=1)=[O:4] |f:2.3.4,8.9.10|. Procedure: A mixture of 3-amino-6-(tetrahydrofuran-3-yl)pyrazine-2-carboxylic acid methyl ester (300 mg, 1.34 mmol), 5-bromopyrimidine (299 mg, 1.88 mmol) and potassium carbonate (334 mg, 2.42 mmol) in xylene (15 ml) and water (51 μl, 2.82 mmol) was evacuated and vented with argon. Palladium (II) acetate (12.1 mg, 54 μmol) and xantphos (23.3 mg, 40 μmol) were added and the reaction mixture was stirred at 140° C. for 16 hr. The reaction mixture was cooled to r.t., poured into 50 ml ethyl acetate and extract... Reactants: CCCOC(OCCC)P(=O)(CCC#N)OCC, CCO, N. Product: CCCOC(OCCC)P(=O)(CCCN)OCC. Reaction SMILES: [C:1](#[N:2])[CH2:3][CH2:4][P:5]([O:6][CH2:7][CH3:8])(=[O:9])[CH:10]([O:11][CH2:12][CH2:13][CH3:14])[O:15][CH2:16][CH2:17][CH3:18].[CH3:20][CH2:21][OH:22].[NH3:19]>>[CH2:1]([NH2:2])[CH2:3][CH2:4][P:5]([O:6][CH2:7][CH3:8])(=[O:9])[CH:10]([O:11][CH2:12][CH2:13][CH3:14])[O:15][CH2:16][CH2:17][CH3:18]. Starting materials: O=C(/C=C/C=1OC(=CC(C1OCCCCCC(=O)OCC)=O)C)CCCCC (2-(3-oxo-trans-1-octenyl)-6-methyl-3-(5-carboethoxypentyloxy)-4-pyrone), C(C)[BH-](CC)CC.[Li+] (lithium triethylborohydride). Run in O1CCCC1 (tetrahydrofuran). Reaction conditions: time 30 minute. The product is OC(/C=C/C=1OC(=CC(C1OCCCCCC(=O)OCC)=O)C)CCCCC (2-[(3RS)-3-hydroxy-trans-1-octenyl]-6-methyl-3-(5-carboethoxypentyloxy)-4-pyrone). The yield is 27.6%. As a reaction SMILES: [O:1]=[C:2]([CH2:24][CH2:25][CH2:26][CH2:27][CH3:28])/[CH:3]=[CH:4]/[C:5]1[O:6][C:7]([CH3:23])=[CH:8][C:9](=[O:22])[C:10]=1[O:11][CH2:12][CH2:13][CH2:14][CH2:15][CH2:16][C:17]([O:19][CH2:20][CH3:21])=[O:18].C([BH-](CC)CC)C.[Li+]>O1CCCC1>[OH:1][CH:2]([CH2:24][CH2:25][CH2:26][CH2:27][CH3:28])/[CH:3]=[CH:4]/[C:5]1[O:6][C:7]([CH3:23])=[CH:8][C:9](=[O:22])[C:10]=1[O:11][CH2:12][CH2:13][CH2:14][CH2:15][CH2:16][C:17]([O:19][CH2:20][CH3:21])=[O:18] |f:1.2|. Procedure details: To a solution, cooled under nitrogen to -78°, of 1.8 g (4.6 mmol) of 2-(3-oxo-trans-1-octenyl)-6-methyl-3-(5-carboethoxypentyloxy)-4-pyrone in 20 ml of tetrahydrofuran was added dropwise keeping the internal temperature at -70° to -75°, 30 ml (4.6 mmole) of lithium triethylborohydride. After being stirred for an additional 30 min the cold reaction was quenched by the addition of 3.0 ml of 40% aqueous acetic acid and then partially concentrated under reduced pressure. The residue was dissolved in... Starting materials: CC1=CC=C(C=C1)S(=O)(=O)OCC1OC2=C(C1)C=C(C=C2Br)C2CCCC2 ((±)-(7-bromo-5-cyclopentyl-2,3-dihydro-1-benzofuran-2-yl)methyl 4-methylbenzenesulfonate), CC1=C(C=CC=C1)B(O)O (2-methylphenylboronic acid), C(C)(C)C1=C(C=CC=C1)B1OC(C(O1)(C)C)(C)C (2-(2-isopropylphenyl)-4,4,5,5-tetramethyl-1,3,2-dioxaborolane). Product: CC1=CC=C(C=C1)S(=O)(=O)OCC1OC2=C(C1)C=C(C=C2C2=CC=CC=C2)C2CCCC2 ((5-cyclopentyl-7-phenyl-2,3-dihydro-1-benzofuran-2-yl)methyl 4-methylbenzenesulfonate). The yield is 99.0%. Reaction SMILES: [CH3:1][C:2]1[CH:7]=[CH:6][C:5]([S:8]([O:11][CH2:12][CH:13]2[CH2:17][C:16]3[CH:18]=[C:19]([CH:23]4[CH2:27][CH2:26][CH2:25][CH2:24]4)[CH:20]=[C:21](Br)[C:15]=3[O:14]2)(=[O:10])=[O:9])=[CH:4][CH:3]=1.C[C:29]1[CH:34]=[CH:33][CH:32]=[CH:31][C:30]=1B(O)O.C(C1C=CC=CC=1B1OC(C)(C)C(C)(C)O1)(C)C>>[CH3:1][C:2]1[CH:7]=[CH:6][C:5]([S:8]([O:11][CH2:12][CH:13]2[CH2:17][C:16]3[CH:18]=[C:19]([CH:23]4[CH2:27][CH2:26][CH2:25][CH2:24]4)[CH:20]=[C:21]([C:29]4[CH:34]=[CH:33][CH:32]=[CH:31][CH:30]=4)[C:15]=3[O:14]2)(=[O:10])=[O:9])=[CH:4][CH:3]=1. Procedure: To a solution of 4-cyclopentylphenol (3.0 g, 18.0 mmol) in acetonitrile (30 mL) cooled to 0° C. was slowly added N-bromosuccinimide (3.29 g, 18 mmol) generally according to the procedure described for Example 309 afforded 3.75 g (84%) of 2-bromo-4-cyclopentylphenol Treatment of 2-bromo-4-cyclopentylphenol (3.75 g, 16.0 mmol) with potassium carbonate (5.4.0 g, 40 mmol) and allyl bromide (2.38 g, 20.8 mmol), followed by refluxing the resultant allyl ether in mesitylene generally according to the p...